From a dataset of the Open Reaction Database (ORD), a public repository of structured organic reaction records. describe an organic reaction: reactants, conditions, products, and yield Starting materials: [K+].ClC=1N=C(N(C1)COCC[Si](C)(C)C)C(=O)[O-] (4-chloro-1-(2-trimethylsilanyl-ethoxymethyl)-1H-imidazole-2-carboxylate potassium salt), FC(C(=O)O)(F)F (trifluoroacetic acid), C1(=CCCCC1)C1=C(C=CC(=C1)CCN1CCOCC1)N (2-Cyclohex-1-enyl-4-(2-morpholin-4-yl-ethyl)-phenylamine). Yields the product Cl.C1(=CCCCC1)C1=C(C=CC(=C1)CCN1CCOCC1)NC(=O)C=1NC(=CN1)Cl (5-Chloro-1H-imidazole-2-carboxylic acid [2-cyclohex-1-enyl-4-(2-morpholin-4-yl-ethyl)-phenyl]-amide hydrochloride), hydrochloride salt. As a reaction SMILES: [K+].[Cl:2][C:3]1[N:4]=[C:5]([C:16]([O-:18])=O)[N:6](COCC[Si](C)(C)C)[CH:7]=1.[C:19]1([C:25]2[CH:30]=[C:29]([CH2:31][CH2:32][N:33]3[CH2:38][CH2:37][O:36][CH2:35][CH2:34]3)[CH:28]=[CH:27][C:26]=2[NH2:39])[CH2:24][CH2:23][CH2:22][CH2:21][CH:20]=1.FC(F)(F)C(O)=O>>[ClH:2].[C:19]1([C:25]2[CH:30]=[C:29]([CH2:31][CH2:32][N:33]3[CH2:34][CH2:35][O:36][CH2:37][CH2:38]3)[CH:28]=[CH:27][C:26]=2[NH:39][C:16]([C:5]2[NH:4][C:3]([Cl:2])=[CH:7][N:6]=2)=[O:18])[CH2:24][CH2:23][CH2:22][CH2:21][CH:20]=1 |f:0.1,4.5|. Procedure: The title compound was prepared by coupling 4-chloro-1-(2-trimethylsilanyl-ethoxymethyl)-1H-imidazole-2-carboxylate potassium salt and (as prepared in the previous step) and 2-cyclohex-1-enyl-4-(2-morpholin-4-yl-ethyl)-phenylamine (as prepared in Example 33, step (c)) according to the procedure in Example 34, step (c), followed by SEM deprotection according to the procedure in Example 34, step (d). The hydrochloride salt was prepared from the trifluoroacetic acid salt using a BioRad AG2-X8 resin... Starting materials: Cc1ccccc1, CCOC(=O)C(=Cc1cccc(C=O)c1)C(=O)OCC, OCCO. The product is CCOC(=O)C(=Cc1cccc(C2OCCO2)c1)C(=O)OCC. As a reaction SMILES: [CH3:25][c:26]1[cH:27][cH:28][cH:29][cH:30][cH:31]1.[CH:1](=[O:2])[c:3]1[cH:4][c:5]([CH:9]=[C:10]([C:11](=[O:12])[O:13][CH2:14][CH3:15])[C:16](=[O:17])[O:18][CH2:19][CH3:20])[cH:6][cH:7][cH:8]1.[OH:21][CH2:22][CH2:23][OH:24]>>[CH:1]1([c:3]2[cH:4][c:5]([CH:9]=[C:10]([C:11](=[O:12])[O:13][CH2:14][CH3:15])[C:16](=[O:17])[O:18][CH2:19][CH3:20])[cH:6][cH:7][cH:8]2)[O:2][CH2:23][CH2:22][O:21]1. Starting materials: O=C([O-])[O-], C1CNCCN1, CS(C)=O, N#Cc1ccccc1F, [K+], [K+], O. The product is N#Cc1ccccc1N1CCNCC1. As a reaction SMILES: [C:16](=[O:17])([O-:18])[O-:19].[CH2:1]1[CH2:2][NH:3][CH2:4][CH2:5][NH:6]1.[CH3:23][S:24]([CH3:25])=[O:26].[F:7][c:8]1[c:9]([C:10]#[N:11])[cH:12][cH:13][cH:14][cH:15]1.[K+:20].[K+:21].[OH2:22]>>[CH2:1]1[CH2:2][N:3]([c:8]2[c:9]([C:10]#[N:11])[cH:12][cH:13][cH:14][cH:15]2)[CH2:4][CH2:5][NH:6]1. Starting materials: C(=O)(OC(C)(C)C)NS(=O)(=O)C1(CC1)CO (N-Boc-1-hydroxymethyl-cyclopropanesulfonamide), [Cr](=O)(=O)([O-])Cl.[NH+]1=CC=CC=C1 (pyridinium chlorochromate). The solvent is C(Cl)Cl (DCM). Run at time 16 hour. Product: C(=O)(OC(C)(C)C)NS(=O)(=O)C1(CC1)C=O (N-Boc-1-formyl-cyclopropanesulfonamide). The yield is 66.0%. Reaction SMILES: [C:1]([NH:8][S:9]([C:12]1([CH2:15][OH:16])[CH2:14][CH2:13]1)(=[O:11])=[O:10])([O:3][C:4]([CH3:7])([CH3:6])[CH3:5])=[O:2].[Cr](Cl)([O-])(=O)=O.[NH+]1C=CC=CC=1>C(Cl)Cl>[C:1]([NH:8][S:9]([C:12]1([CH:15]=[O:16])[CH2:13][CH2:14]1)(=[O:10])=[O:11])([O:3][C:4]([CH3:7])([CH3:6])[CH3:5])=[O:2] |f:1.2|. Procedure: To a stirred solution of compound 79 (100 mg, 0.39 mmol) in DCM (2 mL) was added pyridinium chlorochromate (130 mg, 0.60 mmol). The mixture was stirred at room temperature for 16 hrs and was filtered through a silica gel column with DCM, and the organic solution was concentrated under reduced pressure to yield compound 80 in 66% yield. The reactants are [H-].[Al+3].[Li+].[H-].[H-].[H-] (lithium aluminum hydride), C(C)OC(\C=C\C1=C(C=C(C=C1)Br)OC(F)(F)F)=O ((E)-3-(4-bromo-2-trifluoromethoxy-phenyl)-acrylic acid ethyl ester). The solvent is CCOCC (Et2O), CCOCC (Et2O). Reaction conditions: temperature 4 celsius, time 90 minute. The product is BrC1=CC(=C(C=C1)CCCO)OC(F)(F)F (3-(4-bromo-2-trifluoromethoxy-phenyl)-propan-1-ol). Yield: 43.4%. Reaction SMILES: [H-].[Al+3].[Li+].[H-].[H-].[H-].C([O:9][C:10](=O)/[CH:11]=[CH:12]/[C:13]1[CH:18]=[CH:17][C:16]([Br:19])=[CH:15][C:14]=1[O:20][C:21]([F:24])([F:23])[F:22])C>CCOCC>[Br:19][C:16]1[CH:17]=[CH:18][C:13]([CH2:12][CH2:11][CH2:10][OH:9])=[C:14]([O:20][C:21]([F:22])([F:23])[F:24])[CH:15]=1 |f:0.1.2.3.4.5|. Procedure: A suspension of lithium aluminum hydride (834 mg, 22.0 mmol) in Et2O (20 mL) was cooled at 4° C. A solution of (E)-3-(4-bromo-2-trifluoromethoxy-phenyl)-acrylic acid ethyl ester (2.98 g, 8.79 mmol) in Et2O (9 mL) was added dropwise, and the mixture was stirred at ambient temperature for 90 min. The reaction was quenched with EtOAc (6 mL) and saturated aqueous NH4Cl was added dropwise. The aqueous layer was extracted with EtOAc (three times). The combined organic layer was washed with 1 M aqueous... Starting materials: [K+], O=[N+]([O-])[O-], O, NC(=O)c1nccnc1O, O=S(=O)(O)O. Yields the product NC(=O)c1nc([N+](=O)[O-])cnc1O. As a reaction SMILES: [K+:11].[O-:12][N+:13]([O-:14])=[O:15].[OH2:21].[OH:1][c:2]1[c:3]([C:8](=[O:9])[NH2:10])[n:4][cH:5][cH:6][n:7]1.[S:16](=[O:17])(=[O:18])([OH:19])[OH:20]>>[OH:1][c:2]1[c:3]([C:8](=[O:9])[NH2:10])[n:4][c:5]([N+:13](=[O:12])[O-:14])[cH:6][n:7]1. Starting materials: [C-]#N.[Na+] (sodium cyanide), BrC=1C(=NC=CC1)CBr (3-bromo-2-(bromomethyl)pyridine), C(C)O (ethanol), O (water). The solvent is ClCCl (dichloromethane). Run at time 30 minute. The product is BrC=1C(=NC=CC1)CC#N ((3-bromopyridin-2-yl)acetonitrile). As a reaction SMILES: [Br:1][C:2]1[C:3]([CH2:8]Br)=[N:4][CH:5]=[CH:6][CH:7]=1.C(O)C.O.[C-:14]#[N:15].[Na+]>ClCCl>[Br:1][C:2]1[C:3]([CH2:8][C:14]#[N:15])=[N:4][CH:5]=[CH:6][CH:7]=1 |f:3.4|. Procedure: The above pyridine (5.13 g, 20.4 mmol) was stirred in 50.1 mL of a 5.6:1 solution of ethanol:deionized water. To this mixture was added sodium cyanide (1.20 g, 24.5 mmol), which was stirred for 2 hours and 30 minutes. The reaction mixture was diluted with dichloromethane (100 mL), washed with water (3×100 mL), and partitioned between water and dichloromethane. The organic layer was dried over sodium sulfate, filtered, concentrated, and subjected to silica gel chromatography eluting with 5-30% Et...